This data is from the Open Reaction Database (ORD), a public repository of structured organic reaction records. The task is: describe an organic reaction: reactants, conditions, products, and yield The reactants are CN1C(N(C2=C(C1=O)C=C(N2)C2=C(C=CC(=C2)S(=O)(=O)N2CCNCC2)OCCC)CCC)=O (3-Methyl-6-[5-(piperazine-1-sulfonyl)-2-propoxyphenyl]-1-propyl-1,7-dihydropyrrolo[2,3-d]pyrimidine-2,4-dione), C(CC)=O (propanal), [Na] (sodium). Run in C(C)(=O)O (acetic acid), CO (methanol). Reaction conditions: time 8 hour. Yields the product CN1C(N(C2=C(C1=O)C=C(N2)C2=C(C=CC(=C2)S(=O)(=O)N2CCN(CC2)CCC)OCCC)CCC)=O (3-Methyl-6-[2-propoxy-5-(4-propyl-piperazine-1-sulfonyl)phenyl]-1-propyl-1,7-dihydropyrrolo[2,3-d]pyrimidine-2,4-dione). Isolated yield 75.2%. As a reaction SMILES: [CH3:1][N:2]1[C:7](=[O:8])[C:6]2[CH:9]=[C:10]([C:12]3[CH:17]=[C:16]([S:18]([N:21]4[CH2:26][CH2:25][NH:24][CH2:23][CH2:22]4)(=[O:20])=[O:19])[CH:15]=[CH:14][C:13]=3[O:27][CH2:28][CH2:29][CH3:30])[NH:11][C:5]=2[N:4]([CH2:31][CH2:32][CH3:33])[C:3]1=[O:34].[CH:35](=O)[CH2:36][CH3:37].[Na]>CO.C(O)(=O)C>[CH3:1][N:2]1[C:7](=[O:8])[C:6]2[CH:9]=[C:10]([C:12]3[CH:17]=[C:16]([S:18]([N:21]4[CH2:26][CH2:25][N:24]([CH2:35][CH2:36][CH3:37])[CH2:23][CH2:22]4)(=[O:20])=[O:19])[CH:15]=[CH:14][C:13]=3[O:27][CH2:28][CH2:29][CH3:30])[NH:11][C:5]=2[N:4]([CH2:31][CH2:32][CH3:33])[C:3]1=[O:34] |^1:38|. Procedure: A mixture of the title compound of example 87 (50 mg, 0.1 mmol), propanal (0.073 mL, 1 mmol) and 3 Å molecular sieves (300 mg) in methanol (2 mL) and acetic acid (0.1 mL), was stirred at room temperature for 4 hours. Then sodium cianoborohydride (32 mg, 0.51 mmol) was slowly added and the mixture was stirred at room temperature overnight. The reaction mixture was purified by solid phase extraction using a Varian Bond Elut SCX cartridge (methanol for washing, methanol-ammonia for elution) to yiel... Reactants: CC1=C(C(=CC(=C1)O[Si](C(C)C)(C(C)C)C(C)C)C)C(O)C1=CC(=C(C=C1)F)C(=C)C (1-(2,6-dimethyl-4-triisopropylsilanyloxyphenyl)-1-(4′-fluoro-3′-isopropenylphenyl)methanol). The reagents and catalysts are [Pd] (Pd/C). The solvent is CCO.CC(=O)O (EtOH HOAc). The product is CC=1C=C(C=C(C1CC1=CC(=C(C=C1)F)C(C)C)C)O[Si](C(C)C)(C(C)C)C(C)C (3,5-dimethyl-4-(4′-fluoro-3′-iso-propylbenzyl)triisopropylsilanoxybenzene). As a reaction SMILES: [CH3:1][C:2]1[CH:7]=[C:6]([O:8][Si:9]([CH:16]([CH3:18])[CH3:17])([CH:13]([CH3:15])[CH3:14])[CH:10]([CH3:12])[CH3:11])[CH:5]=[C:4]([CH3:19])[C:3]=1[CH:20]([C:22]1[CH:27]=[CH:26][C:25]([F:28])=[C:24]([C:29]([CH3:31])=[CH2:30])[CH:23]=1)O>CCO.CC(O)=O.[Pd]>[CH3:1][C:2]1[CH:7]=[C:6]([O:8][Si:9]([CH:10]([CH3:12])[CH3:11])([CH:13]([CH3:15])[CH3:14])[CH:16]([CH3:18])[CH3:17])[CH:5]=[C:4]([CH3:19])[C:3]=1[CH2:20][C:22]1[CH:27]=[CH:26][C:25]([F:28])=[C:24]([CH:29]([CH3:31])[CH3:30])[CH:23]=1 |f:1.2|. Reported procedure: A solution of 1-(2,6-dimethyl-4-triisopropylsilanyloxyphenyl)-1-(4′-fluoro-3′-isopropenylphenyl)methanol (1.2 g, 2.71 mmol) and Pd/C (0.1 g, 10%) in EtOH/HOAc (9:1, 10 mL) was stirred under a H2 atmosphere for 16 h. The reaction mixture was filtrated through a plug of Celite and concentrated to afford the crude 3,5-dimethyl-4-(4′-fluoro-3′-iso-propylbenzyl)triisopropylsilanoxybenzene that was used for the next step without further purification. The reactants are C1=NC(=CC2=CC=CC=C12)C(=O)OC (methyl isoquinoline-3-carboxylate), OC1=C(C=CC=C1)C(C)=O (2′-hydroxy-acetophenone), ice, [H-].[Na+] (sodium hydride), Cl (hydrochloric acid). Solvent: N1=CC=CC=C1 (pyridine), N1=CC=CC=C1 (pyridine). Conditions: temperature 90 celsius. Product: C1=NC(=CC2=CC=CC=C12)C=1OC2=CC=CC=C2C(C1)=O (2-Isoquinolin-3-yl-chromen-4-one). Isolated yield 88.9%. As a reaction SMILES: [H-].[Na+].[CH:3]1[C:12]2[C:7](=[CH:8][CH:9]=[CH:10][CH:11]=2)[CH:6]=[C:5]([C:13]([O:15][CH3:16])=O)[N:4]=1.O[C:18]1[CH:23]=[CH:22][CH:21]=C[C:19]=1[C:24](=[O:26])[CH3:25].Cl>N1C=CC=CC=1>[CH:3]1[C:12]2[C:7](=[CH:8][CH:9]=[CH:10][CH:11]=2)[CH:6]=[C:5]([C:13]2[O:15][C:16]3[C:19]([C:24](=[O:26])[CH:25]=2)=[CH:18][CH:23]=[CH:22][CH:21]=3)[N:4]=1 |f:0.1|. Procedure: To a suspension of sodium hydride (60% in mineral oil, 227 mg, 5.7 mmol) in dry pyridine (4 ml) was added dropwise a solution of methyl isoquinoline-3-carboxylate (390 mg, 2.08 mmol) and 2′-hydroxy-acetophenone (257 mg, 1.89 mmol) in dry pyridine (4 ml). The mixture was heated at 90° C. for 15 min., cooled to room temperature and poured into an ice cooled 1N hydrochloric acid aqueous solution. The product was extracted in dichloromethane. The organic layers were washed with a 1N hydrochloric aci... Reactants: FC1=C(C=CC(=C1)I)NC1=C(C(=O)NNC(=O)OC(C)(C)C)C=CN=C1 (tert-butyl 2-{3-[(2-fluoro-4-iodophenyl)amino]isonicotinoyl}hydrazine-carboxylate), C(=O)(C(F)(F)F)O.C(Cl)Cl (TFA DCM). The product is Cl.FC1=C(C=CC(=C1)I)NC1=C(C(=O)NN)C=CN=C1 (3-[(2-fluoro-4-iodophenyl)amino]isonicotinohydrazide hydrochloride). As a reaction SMILES: [F:1][C:2]1[CH:7]=[C:6]([I:8])[CH:5]=[CH:4][C:3]=1[NH:9][C:10]1[CH:26]=[N:25][CH:24]=[CH:23][C:11]=1[C:12]([NH:14][NH:15]C(OC(C)(C)C)=O)=[O:13].C(O)(C(F)(F)F)=O.C(Cl)[Cl:35]>>[ClH:35].[F:1][C:2]1[CH:7]=[C:6]([I:8])[CH:5]=[CH:4][C:3]=1[NH:9][C:10]1[CH:26]=[N:25][CH:24]=[CH:23][C:11]=1[C:12]([NH:14][NH2:15])=[O:13] |f:1.2,3.4|. Procedure details: 3-[(2-fluoro-4-iodophenyl)amino]isonicotinohydrazide hydrochloride was synthesized from tert-butyl 2-{3-[(2-fluoro-4-iodophenyl)amino]isonicotinoyl}hydrazine-carboxylate (described earlier) by deprotection of the Boc group under acidic conditions (50:50 TFA/DCM). LC/MS [7.11 min; 373 (free base, M+1)]